From a dataset of the Open Reaction Database (ORD), a public repository of structured organic reaction records. describe an organic reaction: reactants, conditions, products, and yield Reactants: [OH-].[Na+] (sodium hydroxide), COC1=NC(=C(C(=N1)OC)C=O)OC (2,4,6-trimethoxypyrimidine-5-carboxaldehyde), CC(=O)C (acetone). Run in O (water), O (water). The product is COC1=NC(=C(C(=N1)OC)C=CC(C)=O)OC (1-(2,4,6-trimethoxy-5-pyrimidyl)but-1-en-3-one). Reaction SMILES: [OH-].[Na+].[CH3:3][O:4][C:5]1[N:10]=[C:9]([O:11][CH3:12])[C:8]([CH:13]=O)=[C:7]([O:15][CH3:16])[N:6]=1.[CH3:17][C:18]([CH3:20])=[O:19]>O>[CH3:3][O:4][C:5]1[N:10]=[C:9]([O:11][CH3:12])[C:8]([CH:13]=[CH:17][C:18](=[O:19])[CH3:20])=[C:7]([O:15][CH3:16])[N:6]=1 |f:0.1|. Procedure details: An aqueous solution of 2% sodium hydroxide (15 ml) was added to a stirred suspension of 2,4,6-trimethoxypyrimidine-5-carboxaldehyde (8 g) in acetone (15 ml) and water (15 ml). The mixture was stirred and refluxed for 4 hours, a precipitate slowly forming during this period. The suspension was diluted with water (100 ml) and extracted with chloroform (2×100 ml). The organic layer was washed with water, dried over magnesium sulphate and the solvent was removed by evaporation under reduced pressure... The reactants are O=C([O-])[O-], CC(=O)Nc1ccc(S(=O)(=O)Cl)cc1, CC(C)=O, [K+], [K+], NCCCN1CCOCC1, O. The product is CC(=O)Nc1ccc(S(=O)(=O)NCCCN2CCOCC2)cc1. As a reaction SMILES: [C:11](=[O:12])([O-:13])[O-:14].[C:17]([CH3:18])(=[O:19])[NH:20][c:21]1[cH:22][cH:23][c:24]([S:27](=[O:28])(=[O:29])[Cl:30])[cH:25][cH:26]1.[CH3:31][C:32](=[O:33])[CH3:34].[K+:15].[K+:16].[O:1]1[CH2:2][CH2:3][N:4]([CH2:7][CH2:8][CH2:9][NH2:10])[CH2:5][CH2:6]1.[OH2:35]>>[O:1]1[CH2:2][CH2:3][N:4]([CH2:7][CH2:8][CH2:9][NH:10][S:27]([c:24]2[cH:23][cH:22][c:21]([NH:20][C:17]([CH3:18])=[O:19])[cH:26][cH:25]2)(=[O:28])=[O:29])[CH2:5][CH2:6]1. The reactants are CC(=O)OC(C)CCCOCc1ccccc1, CO, [H][H]. Yields the product CC(=O)OC(C)CCCO. As a reaction SMILES: [C:1]([CH3:2])(=[O:3])[O:4][CH:5]([CH3:6])[CH2:7][CH2:8][CH2:9][O:10][CH2:11][c:12]1[cH:13][cH:14][cH:15][cH:16][cH:17]1.[CH3:20][OH:21].[H:18][H:19]>>[C:1]([CH3:2])(=[O:3])[O:4][CH:5]([CH3:6])[CH2:7][CH2:8][CH2:9][OH:10]. Reaction SMILES: C([O:8][C:9]1[N:14]=[C:13]([NH:15][C:16]2[CH:21]=[CH:20][C:19]([C:22]3[N:23]=[C:24]([N:34]4[CH2:39][CH2:38][O:37][CH2:36][C@@H:35]4[CH3:40])[C:25]4[CH2:31][CH2:30][N:29]([CH:32]=[O:33])[CH2:28][C:26]=4[N:27]=3)=[CH:18][CH:17]=2)[CH:12]=[CH:11][CH:10]=1)C1C=CC=CC=1.CO.C(O)(=O)C>[Pd]>[CH3:40][C@@H:35]1[N:34]([C:24]2[C:25]3[CH2:31][CH2:30][N:29]([CH:32]=[O:33])[CH2:28][C:26]=3[N:27]=[C:22]([C:19]3[CH:18]=[CH:17][C:16]([NH:15][C:13]4[NH:14][C:9](=[O:8])[CH:10]=[CH:11][CH:12]=4)=[CH:21][CH:20]=3)[N:23]=2)[CH2:39][CH2:38][O:37][CH2:36]1. Starting materials: C(C1=CC=CC=C1)OC1=CC=CC(=N1)NC1=CC=C(C=C1)C=1N=C(C2=C(N1)CN(CC2)C=O)N2[C@H](COCC2)C ((S)-2-(4-(6-(benzyloxy)pyridin-2-ylamino)phenyl)-4-(3-methylmorpholino)-5,6-dihydropyrido[3,4-d]pyrimidine-7(8H)-carbaldehyde), CO (Methanol), C(C)(=O)O (Acetic acid). The reagents and catalysts are [Pd] (Palladium on Carbon). Conditions: temperature 40 celsius, time 8 hour. Product: C[C@H]1COCCN1C=1C2=C(N=C(N1)C1=CC=C(C=C1)NC=1NC(C=CC1)=O)CN(CC2)C=O ((S)-4-(3-methylmorpholino)-2-(4-(6-oxo-1,6-dihydropyridin-2-ylamino)phenyl)-5,6-dihydropyrido[3,4-d]pyrimidine-7(8H)-carbaldehyde). Procedure: (S)-2-(4-(6-(benzyloxy)pyridin-2-ylamino)phenyl)-4-(3-methylmorpholino)-5,6-dihydropyrido[3,4-d]pyrimidine-7(8H)-carbaldehyde (0.066 g, 0.00012 mol), Palladium on Carbon 10% (0.1:0.9, Palladium:carbon black, 0.094 g), dry Methanol (3.30 mL, 0.0815 mol) and Acetic acid (0.21 mL, 0.0037 mol) were combined under nitrogen then purged with hydrogen, heated at 40° C., and stirred overnight. The reaction mixture was purged with nitrogen, added celite, filtered through celite, concentrated, and purified... Starting materials: O1C=C(C=C1)C1=CC=C(C=N1)C(C(C)C)O (1-(6-(Furan-3-yl)pyridin-3-yl)-2-methylpropan-1-ol), C1=CN(C=N1)C(=O)N2C=CN=C2 (CDI). The solvent is C(C)#N (acetonitrile). The product is N1(C=NC=C1)C(=O)OC(C(C)C)C=1C=NC(=CC1)C1=COC=C1 (1-(6-(Furan-3-yl)pyridin-3-yl)-2-methylpropyl 1H-imidazole-1-carboxylate). RXN SMILES: [O:1]1[CH:5]=[CH:4][C:3]([C:6]2[N:11]=[CH:10][C:9]([CH:12]([OH:16])[CH:13]([CH3:15])[CH3:14])=[CH:8][CH:7]=2)=[CH:2]1.[CH:17]1[N:21]=[CH:20][N:19]([C:22](N2C=NC=C2)=[O:23])[CH:18]=1>C(#N)C>[N:19]1([C:22]([O:16][CH:12]([C:9]2[CH:10]=[N:11][C:6]([C:3]3[CH:4]=[CH:5][O:1][CH:2]=3)=[CH:7][CH:8]=2)[CH:13]([CH3:14])[CH3:15])=[O:23])[CH:18]=[CH:17][N:21]=[CH:20]1. Procedure: Synthesized using compound 49a (73.0 mg, 0.36 mmol), CDI (291 mg, 1.80 mmol) and acetonitrile (4 mL) according to Method E. Crude product was purified by flash chromatography on silica-gel using a mixture of hexane/ethyl acetate (1:1) as eluent. Green oil. Yield: 62 mg, 67%. 1H NMR (CDCl3, 500 MHz): δH (ppm)=0.92 (d, J=6.9 Hz, 3H), 1.11 (d, J=6.3 Hz, 3H), 2.25-2.44 (m, 1H), 5.63 (d, J=7.9 Hz, 1H), 6.88 (s, 1H), 7.08 (s, 1H), 7.41-7.58 (m, 3H), 7.66 (dd, J=7.9, 1.9 Hz, 1H), 8.03 (s, 1H), 8.16 (s,... Reactants: CC1([C@@H]([C@H]1C=O)C(=O)OC)C (methyl (1R,trans) 2,2-dimethyl-3-formyl-cyclopropane-1-carboxylate), [Br-].O=C(C[P+](C1=CC=CC=C1)(C1=CC=CC=C1)C1=CC=CC=C1)C (2-oxopropyl-triphenylphosphonium bromide). The solvent is ClC(C)Cl (dichloroethane). Yields the product CC1([C@@H]([C@H]1\C=C\C(C)=O)C(=O)OC)C (methyl (1R,trans) 2,2-dimethyl-3-[(E)-3-oxo-1-butenyl]-cyclopropane-1-carboxylate). Isolated yield 80.3%. Reaction SMILES: [CH3:1][C:2]1([CH3:11])[C@H:4]([CH:5]=O)[C@H:3]1[C:7]([O:9][CH3:10])=[O:8].[Br-].[O:13]=[C:14]([CH3:35])[CH2:15][P+](C1C=CC=CC=1)(C1C=CC=CC=1)C1C=CC=CC=1>ClC(Cl)C>[CH3:1][C:2]1([CH3:11])[C@H:4](/[CH:5]=[CH:15]/[C:14](=[O:13])[CH3:35])[C@H:3]1[C:7]([O:9][CH3:10])=[O:8] |f:1.2|. Procedure: A mixture of 5 g of methyl (1R,trans) 2,2-dimethyl-3-formyl-cyclopropane-1-carboxylate, 11.3 g of 2-oxopropyl-triphenylphosphonium bromide and 50 ml of dichloroethane was refluxed for 2 hours and the temperature was allowed to return to room temperature. The mixture was evaporated to dryness under reduced pressure and the 19 g of oil residue were empasted with ether and filtered. The filtrate was evaporated to dryness and the 5 g of oil residue were chromatographed over silica gel. Elution with ... Reactants: acid, C([O-])([O-])=O.[Cs+].[Cs+] (cesium carbonate), CI (methyl iodide), NC1=C(C(=O)O)C=CC=C1[N+](=O)[O-] (2-Amino-3-nitrobenzoic acid), anthranilic acids. Run in CN(C=O)C (dimethylformamide). Conditions: time 20 minute. Product: NC1=C(C(=O)OC)C=CC=C1[N+](=O)[O-] (2-Amino-3-nitrobenzoic acid, methyl ester). RXN SMILES: [NH2:1][C:2]1[C:10]([N+:11]([O-:13])=[O:12])=[CH:9][CH:8]=[CH:7][C:3]=1[C:4]([OH:6])=[O:5].[C:14](=O)([O-])[O-].[Cs+].[Cs+].CI>CN(C)C=O>[NH2:1][C:2]1[C:10]([N+:11]([O-:13])=[O:12])=[CH:9][CH:8]=[CH:7][C:3]=1[C:4]([O:6][CH3:14])=[O:5] |f:1.2.3|. Procedure: 2-Amino-3-nitrobenzoic acid may be prepared as described in Chapman, E. and Stephen, H., "Preparation of phthalmic acids and their conversion to anthranilic acids," J. Chem. Soc., (1925), 1151. To a mixture of this acid (14.00 g, 76.9 mmol) and cesium carbonate (20.00 g, 61.5 mmol) in dimethylformamide (150 mL) at 0° C. methyl iodide (12.00 g, 84.5 mmol) was added with stirring. After 20 minutes, it was warmed to room temperature and stirred for 3 hours. Most of the solvent was removed in vacuo ... Starting materials: C[O-].[Na+] (sodium methoxide), BrC(C(=O)C1=CC2=CC=C(C=C2C=C1)OC)C (2-bromo-1-(6-methoxy-2-naphthyl)propan-1-one), CO (methanol), O (water). Reaction conditions: temperature 15 celsius, time 10 minute. Product: COC(C(C)O)(C1=CC2=CC=C(C=C2C=C1)OC)OC (1,1-dimethoxy-1-(6-methoxy-2-naphthyl)propan-2-ol). RXN SMILES: Br[CH:2]([CH3:17])[C:3]([C:5]1[CH:14]=[CH:13][C:12]2[C:7](=[CH:8][CH:9]=[C:10]([O:15][CH3:16])[CH:11]=2)[CH:6]=1)=[O:4].[CH3:18][O-:19].[Na+].[OH2:21].[CH3:22]O>>[CH3:22][O:4][C:3]([O:19][CH3:18])([C:5]1[CH:14]=[CH:13][C:12]2[C:7](=[CH:8][CH:9]=[C:10]([O:15][CH3:16])[CH:11]=2)[CH:6]=1)[CH:2]([OH:21])[CH3:17] |f:1.2|. Procedure: A slurry of 22.5 g of 2-bromo-1-(6-methoxy-2-naphthyl)propan-1-one in 250 ml of methanol is cooled to 10° C. and treated with 9.7 g of sodium methoxide added as a solid over a period of about 10 minutes. The reaction mixture is stirred at 15° C. for about 10 minutes and allowed to warm to 20° C. at which temperature it is stirred for an additional 15 minutes. Then the reaction mixture is poured into 250 ml of water and extracted with 250 ml of methylene chloride. The organic layer is separated, ... Reactants: COC=1C=C(C=CC1OC)CCNC(C(=CN(C)C)C1=CC=C(C=C1)Cl)=O (N-[2-(3,4-dimethoxyphenyl)ethyl]-3-dimethylamino-2-(4-chlorophenyl)acrylamide), Cl (hydrochloric acid), O1CCCC1 (tetrahydrofuran). The solvent is O (Water). Conditions: time 2 hour. Yields the product COC=1C=C(C=CC1OC)CCNC(C(=CO)C1=CC=C(C=C1)Cl)=O (N-[2-(3,4-dimethoxyphenyl)ethyl]-3-hydroxy-2-(4-chlorophenyl)acrylamide). Reaction SMILES: [CH3:1][O:2][C:3]1[CH:4]=[C:5]([CH2:11][CH2:12][NH:13][C:14](=[O:27])[C:15]([C:20]2[CH:25]=[CH:24][C:23]([Cl:26])=[CH:22][CH:21]=2)=[CH:16]N(C)C)[CH:6]=[CH:7][C:8]=1[O:9][CH3:10].Cl.[O:29]1CCCC1>O>[CH3:1][O:2][C:3]1[CH:4]=[C:5]([CH2:11][CH2:12][NH:13][C:14](=[O:27])[C:15]([C:20]2[CH:25]=[CH:24][C:23]([Cl:26])=[CH:22][CH:21]=2)=[CH:16][OH:29])[CH:6]=[CH:7][C:8]=1[O:9][CH3:10]. Reported procedure: 6.60 g (17.2 mmol) of crude N-[2-(3,4-dimethoxyphenyl)ethyl]-3-dimethylamino-2-(4-chlorophenyl)acrylamide, 80 ml of 5% hydrochloric acid and 100 ml of tetrahydrofuran were mixed and stirred at room temperature for 2 hours. Water was added to the reaction mixture, which was followed by extracted with ethyl acetate twice, washed with saturated brine twice, dried over anhydrous magnesium sulfate and the solvent was distilled off under reduced pressure. The residue was washed with hexane and dried t...